The task is: describe an organic reaction: reactants, conditions, products, and yield. This data is from the Open Reaction Database (ORD), a public repository of structured organic reaction records. As a reaction SMILES: [CH2:1]([c:2]1[cH:3][cH:4][cH:5][cH:6][cH:7]1)[O:8][c:9]1[cH:10][cH:11][c:12]2[c:13]([n:14]1)[n:15]([CH:18]1[C:19]([F:25])([F:26])[CH2:20][CH2:21][CH2:22][CH2:23][CH2:24]1)[cH:16][n:17]2.[Cl:28][CH2:29][Cl:30].[ClH:27].[S:31](=[O:32])(=[O:33])([OH:34])[OH:35]>>[OH:8][c:9]1[cH:10][cH:11][c:12]2[c:13]([n:14]1)[n:15]([CH:18]1[C:19]([F:25])([F:26])[CH2:20][CH2:21][CH2:22][CH2:23][CH2:24]1)[cH:16][n:17]2. The reactants are FC1(F)CCCCCC1n1cnc2ccc(OCc3ccccc3)nc21, ClCCl, Cl, O=S(=O)(O)O. The product is Oc1ccc2ncn(C3CCCCCC3(F)F)c2n1. Starting materials: C(C)(=O)OCC (ethyl acetate), C(C)(C)(C)OC(=O)N1CC2C(C1)C(C(C2)N2C(C(CC2)NC(=O)OCC2=CC=CC=C2)=O)CSC(C)C (5-(3-benzyloxycarbonylamino-2-oxo-pyrrolidin-1-yl)-4-isopropylsulfanylmethyloctahydro-cyclopenta[c]pyrrole-2-carboxylic acid tert-butyl ester), OOS(=O)[O-].[K+] (oxone), C(C)(C)O (isopropanol). Run in O (water), O (water). Product: C(C)(C)(C)OC(=O)N1CC2C(C1)C(C(C2)N2C(C(CC2)NC(=O)OCC2=CC=CC=C2)=O)CS(=O)(=O)C(C)C (5-(3-benzyloxycarbonylamino-2-oxopyrrolidin-1-yl)-4-(propane-2-sulfonylmethyl)-octahydrocyclopenta[c]pyrrole-2-carboxylic acid tert-butyl ester). RXN SMILES: [C:1]([O:5][C:6]([N:8]1[CH2:12][CH:11]2[CH:13]([CH2:33]SC(C)C)[CH:14]([N:16]3[CH2:20][CH2:19][CH:18]([NH:21][C:22]([O:24][CH2:25][C:26]4[CH:31]=[CH:30][CH:29]=[CH:28][CH:27]=4)=[O:23])[C:17]3=[O:32])[CH2:15][CH:10]2[CH2:9]1)=[O:7])([CH3:4])([CH3:3])[CH3:2].O[O:39][S:40]([O-:42])=O.[K+].C(OCC)(=O)C.[CH:50](O)([CH3:52])[CH3:51]>O>[C:1]([O:5][C:6]([N:8]1[CH2:12][CH:11]2[CH:13]([CH2:33][S:40]([CH:50]([CH3:52])[CH3:51])(=[O:42])=[O:39])[CH:14]([N:16]3[CH2:20][CH2:19][CH:18]([NH:21][C:22]([O:24][CH2:25][C:26]4[CH:31]=[CH:30][CH:29]=[CH:28][CH:27]=4)=[O:23])[C:17]3=[O:32])[CH2:15][CH:10]2[CH2:9]1)=[O:7])([CH3:4])([CH3:2])[CH3:3] |f:1.2|. Procedure: A solution of 5-(3-benzyloxycarbonylamino-2-oxo-pyrrolidin-1-yl)-4-isopropylsulfanylmethyloctahydro-cyclopenta[c]pyrrole-2-carboxylic acid tert-butyl ester in isopropanol is treated with a solution of oxone in water. The reaction mixture is stirred at room temperature until the reaction is complete, and then water and ethyl acetate are added. The organic layer is separated, dried over sodium sulfate and concentrated under vacuum providing the title product. The reactants are CCOC(C)=O, Cc1nc(-c2ccccc2)nc(-c2cccc([N+](=O)[O-])c2)c1CO. The product is Cc1nc(-c2ccccc2)nc(-c2cccc([N+](=O)[O-])c2)c1C=O. Reaction SMILES: [CH3:25][CH2:26][O:27][C:28](=[O:29])[CH3:30].[OH:1][CH2:2][c:3]1[c:4](-[c:16]2[cH:17][c:18]([N+:22](=[O:23])[O-:24])[cH:19][cH:20][cH:21]2)[n:5][c:6](-[c:10]2[cH:11][cH:12][cH:13][cH:14][cH:15]2)[n:7][c:8]1[CH3:9]>>[O:1]=[CH:2][c:3]1[c:4](-[c:16]2[cH:17][c:18]([N+:22](=[O:23])[O-:24])[cH:19][cH:20][cH:21]2)[n:5][c:6](-[c:10]2[cH:11][cH:12][cH:13][cH:14][cH:15]2)[n:7][c:8]1[CH3:9]. Reactants: CCOP(=O)(Cc1cn(C(c2ccccc2)(c2ccccc2)c2ccccc2)cn1)OCC, C1CCOC1, O=Cc1ccccc1Cl. Yields the product Clc1ccccc1C=Cc1cn(C(c2ccccc2)(c2ccccc2)c2ccccc2)cn1. As a reaction SMILES: [CH2:1]([O:2][P:3](=[O:4])([O:5][CH2:6][CH3:7])[CH2:9][c:10]1[n:11][cH:12][n:13]([C:15]([c:16]2[cH:17][cH:18][cH:19][cH:20][cH:21]2)([c:22]2[cH:23][cH:24][cH:25][cH:26][cH:27]2)[c:28]2[cH:29][cH:30][cH:31][cH:32][cH:33]2)[cH:14]1)[CH3:8].[CH2:43]1[O:44][CH2:45][CH2:46][CH2:47]1.[Cl:34][c:35]1[c:36]([CH:37]=[O:38])[cH:39][cH:40][cH:41][cH:42]1>>[CH:9]([c:10]1[n:11][cH:12][n:13]([C:15]([c:16]2[cH:17][cH:18][cH:19][cH:20][cH:21]2)([c:22]2[cH:23][cH:24][cH:25][cH:26][cH:27]2)[c:28]2[cH:29][cH:30][cH:31][cH:32][cH:33]2)[cH:14]1)=[CH:37][c:36]1[c:35]([Cl:34])[cH:42][cH:41][cH:40][cH:39]1.